Dataset: the Open Reaction Database (ORD), a public repository of structured organic reaction records. Task: describe an organic reaction: reactants, conditions, products, and yield Starting materials: C(C)(C)C1=CC=C(C=C1)SC1=C(C=NC(=C1C)C(F)(F)F)C(=O)OC (Methyl 4-(4-isopropylphenylthio)-5-methyl-6-(trifluoromethyl)-3-pyridinecarboxylate), C(C)(C)C1=CC=C(C=C1)SC1=C(C=NC(=C1C)C(F)(F)F)C(=O)OC (Methyl 4-(4-isopropylphenylthio)-5-methyl-6-(trifluoromethyl)-3-pyridinecarboxylate), [OH-].[Na+] (sodium hydroxide). The product is C(C)(C)C1=CC=C(C=C1)SC1=C(C=NC(=C1C)C(F)(F)F)C(=O)O (4-(4-Isopropylphenylthio)-5-methyl-6-(trifluoromethyl)-3-pyridinecarboxylic Acid). RXN SMILES: [CH:1]([C:4]1[CH:9]=[CH:8][C:7]([S:10][C:11]2[C:16]([CH3:17])=[C:15]([C:18]([F:21])([F:20])[F:19])[N:14]=[CH:13][C:12]=2[C:22]([O:24]C)=[O:23])=[CH:6][CH:5]=1)([CH3:3])[CH3:2].[OH-].[Na+]>>[CH:1]([C:4]1[CH:5]=[CH:6][C:7]([S:10][C:11]2[C:16]([CH3:17])=[C:15]([C:18]([F:20])([F:21])[F:19])[N:14]=[CH:13][C:12]=2[C:22]([OH:24])=[O:23])=[CH:8][CH:9]=1)([CH3:3])[CH3:2] |f:1.2|. Reported procedure: Methyl 4-(4-isopropylphenylthio)-5-methyl-6-(trifluoromethyl)-3-pyridinecarboxylate (compound 11) was hydrolyzed with sodium hydroxide to give the product. Starting materials: C(C1=CC=CC=C1)OC1=C(C=CC(=C1)F)CC[C@H]([C@H](C)O)N1C=NC(=C1)C(=O)N (1-[(2S,3R)-5-(2-benzyloxy-4-fluorophenyl)-2-hydroxy-3-pentyl]imidazole-4-carboxamide). Reagents/catalysts: [Pd] (Pd—C). Solvent: CCOC(=O)C (EtOAc), CCO (EtOH). Run at time 3 hour. Product: OC1=C(C=CC(=C1)F)CC[C@H]([C@H](C)O)N1C=NC(=C1)C(=O)N (1-[(2S,3R)-5-(2-hydroxy-4-fluorophenyl)-2-hydroxy-3-pentyl]imidazole-4-carboxamide). Yield: 105.9%. Reaction SMILES: C([O:8][C:9]1[CH:14]=[C:13]([F:15])[CH:12]=[CH:11][C:10]=1[CH2:16][CH2:17][C@@H:18]([N:22]1[CH:26]=[C:25]([C:27]([NH2:29])=[O:28])[N:24]=[CH:23]1)[C@@H:19]([OH:21])[CH3:20])C1C=CC=CC=1>CCOC(C)=O.CCO.[Pd]>[OH:8][C:9]1[CH:14]=[C:13]([F:15])[CH:12]=[CH:11][C:10]=1[CH2:16][CH2:17][C@@H:18]([N:22]1[CH:26]=[C:25]([C:27]([NH2:29])=[O:28])[N:24]=[CH:23]1)[C@@H:19]([OH:21])[CH3:20]. Procedure: A mixture of 1-[(2S,3R)-5-(2-benzyloxy-4-fluorophenyl)-2-hydroxy-3-pentyl]imidazole-4-carboxamide (0.16 g) and 10% Pd—C (32 mg) in EtOAc (2 ml) and EtOH (2 ml) was stirred under hydrogen atmosphere at room temperature for 3 hr. Pd—C was removed by filtration and the filtrate was evaporated to give an off-white powder of 1-[(2S,3R)-5-(2-hydroxy-4-fluorophenyl)-2-hydroxy-3-pentyl]imidazole-4-carboxamide (62) (131 mg, 99%). The product is N#Cc1cc(F)c(CO)cc1F. The reactants are [BH4-], CO, Cl, N#Cc1cc(F)c(C=O)cc1F, [Na+], O. As a reaction SMILES: [BH4-:13].[CH3:17][OH:18].[ClH:16].[F:1][c:2]1[c:3]([C:4]#[N:5])[cH:6][c:7]([F:12])[c:8]([CH:10]=[O:11])[cH:9]1.[Na+:14].[OH2:15]>>[F:1][c:2]1[c:3]([C:4]#[N:5])[cH:6][c:7]([F:12])[c:8]([CH2:10][OH:11])[cH:9]1. Reactants: BrC1=CC=C(C=C1)[C@H](C)N1C(O[C@](CC1)(C1=CC=C(C=C1)F)CCC(=O)N)=O (3-((R)-3-((S)-1-(4-bromophenyl)ethyl)-6-(4-fluorophenyl)-2-oxo-1,3-oxazinan-6-yl)propanamide), N1=CC=C(C=C1)B(O)O (pyridine-4-boronic acid). The product is FC1=CC=C(C=C1)[C@]1(CCN(C(O1)=O)[C@@H](C)C1=CC=C(C=C1)C1=CC=NC=C1)CCC(=O)N (3-((R)-6-(4-fluorophenyl)-2-oxo-3-((S)-1-(4-(pyridin-4-yl)phenyl)ethyl)-1,3-oxazinan-6-yl)propanamide). Reaction SMILES: Br[C:2]1[CH:7]=[CH:6][C:5]([C@@H:8]([N:10]2[CH2:15][CH2:14][C@:13]([CH2:23][CH2:24][C:25]([NH2:27])=[O:26])([C:16]3[CH:21]=[CH:20][C:19]([F:22])=[CH:18][CH:17]=3)[O:12][C:11]2=[O:28])[CH3:9])=[CH:4][CH:3]=1.[N:29]1[CH:34]=[CH:33][C:32](B(O)O)=[CH:31][CH:30]=1>>[F:22][C:19]1[CH:20]=[CH:21][C:16]([C@:13]2([CH2:23][CH2:24][C:25]([NH2:27])=[O:26])[O:12][C:11](=[O:28])[N:10]([C@H:8]([C:5]3[CH:6]=[CH:7][C:2]([C:32]4[CH:33]=[CH:34][N:29]=[CH:30][CH:31]=4)=[CH:3][CH:4]=3)[CH3:9])[CH2:15][CH2:14]2)=[CH:17][CH:18]=1. Procedure: The title compound was prepared from 3-((R)-3-((S)-1-(4-bromophenyl)ethyl)-6-(4-fluorophenyl)-2-oxo-1,3-oxazinan-6-yl)propanamide and pyridine-4-boronic acid following a procedure analogous to that described in Example 1 Step 2. LC-MS Method 2 tR=0.906 min, m/z=448.1; 1H NMR (CDCl3) 1.59 (d, 3H), 2.15 (m, 1H), 2.24-2.32 (m, 4H), 2.45 (m, 1H), 3.07 (m, 2H), 5.66 (m, 1H), 5.71 (m, 1H), 5.84 (m, 1H), 7.03 (m, 2H), 7.05 (m, 2H), 7.22 (m, 1H), 7.25 (m, 1H), 7.50 (d, 2H), 7.93 (d, 2H), 8.84 (d, 2H). Starting materials: ClC1=C2C(NC(=N1)C)=CC(=N2)C2=CC=CC=C2 (4-chloro-2-methyl-6-phenylpyrrolo[3,2-d]pyrimidine), C(C)NCC(=C)C (N-ethyl-2-methylallylamine), C(=O)([O-])[O-].[K+].[K+] (K2CO3). The solvent is O (H2O). Product: C(C)N(CC(=C)C)C=1N=C(NC=2C1N=C(C2)C2=CC=CC=C2)C (Ethyl(2-methyl-6-phenylpyrrolo[2,3-e]pyrimidin-4-yl)(2-methylprop-2-enyl)amine). Isolated yield 41.3%. RXN SMILES: Cl[C:2]1[N:7]=[C:6]([CH3:8])[NH:5][C:4]2=[CH:9][C:10]([C:12]3[CH:17]=[CH:16][CH:15]=[CH:14][CH:13]=3)=[N:11][C:3]=12.[CH2:18]([NH:20][CH2:21][C:22]([CH3:24])=[CH2:23])[CH3:19].C([O-])([O-])=O.[K+].[K+]>O>[CH2:18]([N:20]([C:2]1[N:7]=[C:6]([CH3:8])[NH:5][C:4]2[C:3]=1[N:11]=[C:10]([C:12]1[CH:17]=[CH:16][CH:15]=[CH:14][CH:13]=1)[CH:9]=2)[CH2:21][C:22]([CH3:24])=[CH2:23])[CH3:19] |f:2.3.4|. Procedure details: This compound was prepared according to the method described in Example 2 by employing 4-chloro-2-methyl-6-phenylpyrrolo[3,2-d]pyrimidine (Example 1(e)) (70 mg, 0.29 mmol), N-ethyl-2-methylallylamine (Aldrich Chemical Company) (0.19 mL, 1.44 mmol) and K2CO3 (0.397 g, 2.87 mmol) in H2O (2 mL). The crude material was purified by preparative TLC on silica gel with 1:1 EtOAc:hexanes as eluant to give 36.7 mg (42%) of the title compound as off-white solid. An analytical sample was obtained by recryst...